From a dataset of the Open Reaction Database (ORD), a public repository of structured organic reaction records. describe an organic reaction: reactants, conditions, products, and yield Starting materials: BrC1=C(CC=2C=CC3=C(N(CCO3)C(C(F)(F)F)=O)C2)C=C(C=C1)I (1-[6-(2-bromo-5-iodo-benzyl)-2,3-dihydro-benzo[1,4]oxazin-4-yl]-2,2,2-trifluoro-ethanone), [BH4-].[Na+] (sodium borohydride). The solvent is CO (methanol), C1CCOC1 (THF). Run at time 1 hour. Product: BrC1=C(CC=2C=CC3=C(NCCO3)C2)C=C(C=C1)I (6-(2-bromo-5-iodo-benzyl)-3,4-dihydro-2H-benzo[1,4]oxazine). Isolated yield 96.3%. As a reaction SMILES: [Br:1][C:2]1[CH:24]=[CH:23][C:22]([I:25])=[CH:21][C:3]=1[CH2:4][C:5]1[CH:6]=[CH:7][C:8]2[O:13][CH2:12][CH2:11][N:10](C(=O)C(F)(F)F)[C:9]=2[CH:20]=1.[BH4-].[Na+]>CO.C1COCC1>[Br:1][C:2]1[CH:24]=[CH:23][C:22]([I:25])=[CH:21][C:3]=1[CH2:4][C:5]1[CH:6]=[CH:7][C:8]2[O:13][CH2:12][CH2:11][NH:10][C:9]=2[CH:20]=1 |f:1.2|. Procedure details: To a stirred solution of 1-[6-(2-bromo-5-iodo-benzyl)-2,3-dihydro-benzo[1,4]oxazin-4-yl]-2,2,2-trifluoro-ethanone (12.0 g, 22.81 mmol) in methanol (100 mL) and THF (20 mL) was added sodium borohydride (1.73 g, 45.62 mmol) portion wise and the reaction mixture was stirred at room temperature for 1 h. The excess of sodium borohydride was quenched by adding 1N HCl. Methanol was evaporated and the residue was partitioned between dichloromethane and water. The organic layer was washed with water, and...